This data is from the Open Reaction Database (ORD), a public repository of structured organic reaction records. The task is: describe an organic reaction: reactants, conditions, products, and yield The reactants are C1[C@@H](CC[C@H](C1)C(=O)O)CN (tranexamic acid), C(CCC)(=O)OC(C)OC(=O)ON1C(CCC1=O)=O (1-[(2,5-dioxopyrrolidinyl)oxycarbonyloxy]ethyl butanoate). Run in CC(C)(C)OC.CC(=O)C.O (MTBE acetone water). Product: C(CCC)(=O)OC(C)OC(=O)NC[C@@H]1CC[C@H](CC1)C(=O)O (trans-4-{[1-(Butanoyloxy)ethoxycarbonyl]aminomethyl}-Cyclohexanecarboxylic Acid). Isolated yield 24.4%. RXN SMILES: [CH2:1]1[CH2:6][C@H:5]([C:7]([OH:9])=[O:8])[CH2:4][CH2:3][C@H:2]1[CH2:10][NH2:11].[C:12]([O:17][CH:18]([O:20][C:21](ON1C(=O)CCC1=O)=[O:22])[CH3:19])(=[O:16])[CH2:13][CH2:14][CH3:15]>CC(OC)(C)C.CC(C)=O.O>[C:12]([O:17][CH:18]([O:20][C:21]([NH:11][CH2:10][C@H:2]1[CH2:3][CH2:4][C@H:5]([C:7]([OH:9])=[O:8])[CH2:6][CH2:1]1)=[O:22])[CH3:19])(=[O:16])[CH2:13][CH2:14][CH3:15] |f:2.3.4|. Procedure: Following the general nucleophilic carbamoylation procedure, tranexamic acid (800 mg, 5 mmol) and 1-[(2,5-dioxopyrrolidinyl)oxycarbonyloxy]ethyl butanoate (700 mg, 2.6 mmol) were reacted in the MTBE/acetone/water mixture (16 mL) to yield the title compound 10 (200 mg, 28% yield) as a white powder after work-up and mass-guided preparative HPLC purification. 1H NMR (400 MHz, DMSO-d6): δ=0.89-0.97 (m, 5H), 1.22-1.36 (br. m, 3H), 1.42 (d, J=5.6 Hz, 3H), 1.51-1.60 (m, 2H), 1.72-1.73 (br. m, 2H), 1.90... Reactants: BrCC1=C(C=CC=C1)B(O)O ([2-(bromomethyl)phenyl]boronic acid), CS(=O)[O-].[Na+] (sodium methanesulphinate), Cl (hydrochloric acid). Run in CN(C)C=O (DMF), CN(C)C=O (DMF). Conditions: time 2.5 hour. The product is CS(=O)(=O)CC1=C(C=CC=C1)B(O)O ([2-[(Methylsulphonyl)methyl]phenyl]boronic acid). Isolated yield 28.9%. As a reaction SMILES: Br[CH2:2][C:3]1[CH:8]=[CH:7][CH:6]=[CH:5][C:4]=1[B:9]([OH:11])[OH:10].[CH3:12][S:13]([O-:15])=[O:14].[Na+].Cl>CN(C=O)C>[CH3:12][S:13]([CH2:2][C:3]1[CH:8]=[CH:7][CH:6]=[CH:5][C:4]=1[B:9]([OH:11])[OH:10])(=[O:15])=[O:14] |f:1.2|. Procedure details: A solution in DMF (2.0 ml) of [2-(bromomethyl)phenyl]boronic acid (399 mg) was added in one portion to a stirred slurry of sodium methanesulphinate (200 mg) in DMF (2.0 ml). The mixture was stirred for 2.5 h i nd then poured into 1M hydrochloric acid (100 ml) and extracted with EA (3×50 ml). the combined extracts were dried and evaporated. On standing a solid material precipitated, which was washed with ER to give white crystals of the title compound (115 mg), m.p. 133°-137°. T.l.c. (A) ER:hexan... Starting materials: ClC1=C(C(=O)OC)C=CC=N1 (methyl chloronicotinate), C([O-])([O-])=O.[K+].[K+] (potassium carbonate), CN1CCNCC1 (N-methylpiperazine), product. Run in CN(C)C=O (DMF). The product is CN1CCN(CC1)C1=C(C(=O)OC)C=CC=N1 (Methyl 2-(4-Methylpiperazin-1-yl)nicotinate). Reaction SMILES: Cl[C:2]1[N:11]=[CH:10][CH:9]=[CH:8][C:3]=1[C:4]([O:6][CH3:7])=[O:5].C(=O)([O-])[O-].[K+].[K+].[CH3:18][N:19]1[CH2:24][CH2:23][NH:22][CH2:21][CH2:20]1>CN(C=O)C>[CH3:18][N:19]1[CH2:24][CH2:23][N:22]([C:2]2[N:11]=[CH:10][CH:9]=[CH:8][C:3]=2[C:4]([O:6][CH3:7])=[O:5])[CH2:21][CH2:20]1 |f:1.2.3|. Reported procedure: 3.4 g of methyl chloronicotinate, 5.5 g of potassium carbonate and 2.0 g of N-methylpiperazine were reacted in 50 ml of DMF analogously to Example 1a, 3.9 g (82%) of the product being obtained. Reactants: BrC1=CC(=C(C=C1)Cl)CC1=CC=C(C=C1)C=C (4-bromo-1-chloro-2-(4-vinylbenzyl)benzene), [Li]CCCC (n-BuLi), C(C1=CC=CC=C1)O[C@H]1C(O[C@@H]([C@H]([C@@H]1OCC1=CC=CC=C1)OCC1=CC=CC=C1)COCC1=CC=CC=C1)=O ((3R,4S,5R,6R)-3,4,5-tris(benzyloxy)-6-(benzyloxylmethyl)tetrahydro-2H-pyran-2-one). Run in C1(=CC=CC=C1)C.C1CCOC1 (toluene THF), C1(=CC=CC=C1)C (toluene). Conditions: temperature -78 celsius, time 45 minute. The product is C(C1=CC=CC=C1)O[C@H]1C(O[C@@H]([C@H]([C@@H]1OCC1=CC=CC=C1)OCC1=CC=CC=C1)COCC1=CC=CC=C1)(O)C1=CC(=C(C=C1)Cl)CC1=CC=C(C=C1)C=C ((3R,4S,5R,6R)-3,4,5-tris(benzyloxy)-6-(benzyloxymethyl)-2-(4-chloro-3-(4-vinylbenzyl)phenyl)tetrahydro-2H-pyran-2-ol). As a reaction SMILES: Br[C:2]1[CH:7]=[CH:6][C:5]([Cl:8])=[C:4]([CH2:9][C:10]2[CH:15]=[CH:14][C:13]([CH:16]=[CH2:17])=[CH:12][CH:11]=2)[CH:3]=1.[Li]CCCC.[CH2:23]([O:30][C@@H:31]1[C@@H:36]([O:37][CH2:38][C:39]2[CH:44]=[CH:43][CH:42]=[CH:41][CH:40]=2)[C@H:35]([O:45][CH2:46][C:47]2[CH:52]=[CH:51][CH:50]=[CH:49][CH:48]=2)[C@@H:34]([CH2:53][O:54][CH2:55][C:56]2[CH:61]=[CH:60][CH:59]=[CH:58][CH:57]=2)[O:33][C:32]1=[O:62])[C:24]1[CH:29]=[CH:28][CH:27]=[CH:26][CH:25]=1>C1(C)C=CC=CC=1.C1COCC1.C1(C)C=CC=CC=1>[CH2:23]([O:30][C@@H:31]1[C@@H:36]([O:37][CH2:38][C:39]2[CH:44]=[CH:43][CH:42]=[CH:41][CH:40]=2)[C@H:35]([O:45][CH2:46][C:47]2[CH:48]=[CH:49][CH:50]=[CH:51][CH:52]=2)[C@@H:34]([CH2:53][O:54][CH2:55][C:56]2[CH:57]=[CH:58][CH:59]=[CH:60][CH:61]=2)[O:33][C:32]1([C:2]1[CH:7]=[CH:6][C:5]([Cl:8])=[C:4]([CH2:9][C:10]2[CH:15]=[CH:14][C:13]([CH:16]=[CH2:17])=[CH:12][CH:11]=2)[CH:3]=1)[OH:62])[C:24]1[CH:29]=[CH:28][CH:27]=[CH:26][CH:25]=1 |f:3.4|. Reported procedure: To a solution of 4-bromo-1-chloro-2-(4-vinylbenzyl)benzene (intermediate AM) (215 mg) in toluene:THF (2:1) (3 mL) at −78° C. was added n-BuLi (0.34 mL, 2.5 M in hexane) dropwise. After 45 min, the above mixture was added dropwise into a pre-cooled (−78° C.) solution of (3R,4S,5R,6R)-3,4,5-tris(benzyloxy)-6-(benzyloxylmethyl)tetrahydro-2H-pyran-2-one (453 mg) in toluene (3 mL). After being stirred for 2.5 h at −78° C., the reaction mixture was quenched by saturated NH4Cl and diluted with ethyl ac... The reactants are CCO, O=C[O-], O=C(Nc1n[nH]c2nnc(-c3cccc(F)c3F)cc12)C1CCN(Cc2ccccc2)CC1, [NH4+]. The product is O=C(Nc1n[nH]c2nnc(-c3cccc(F)c3F)cc12)C1CCNCC1. As a reaction SMILES: [CH3:38][CH2:39][OH:40].[CH:34]([O-:35])=[O:36].[F:1][c:2]1[c:3](-[c:9]2[cH:10][c:11]3[c:12]([n:13][n:14]2)[nH:15][n:16][c:17]3[NH:18][C:19](=[O:20])[CH:21]2[CH2:22][CH2:23][N:24]([CH2:27][c:28]3[cH:29][cH:30][cH:31][cH:32][cH:33]3)[CH2:25][CH2:26]2)[cH:4][cH:5][cH:6][c:7]1[F:8].[NH4+:37]>>[F:1][c:2]1[c:3](-[c:9]2[cH:10][c:11]3[c:12]([n:13][n:14]2)[nH:15][n:16][c:17]3[NH:18][C:19](=[O:20])[CH:21]2[CH2:22][CH2:23][NH:24][CH2:25][CH2:26]2)[cH:4][cH:5][cH:6][c:7]1[F:8]. Reactants: COC1=C(C=C(C=C1)C1=NN(C(=C1)C(F)(F)F)C)C (3-(4-methoxy-3-methyl-phenyl)-1-methyl-5-trifluoromethyl-1H-pyrazole), Br (hydrobromic acid). Run in C(C)(=O)O (acetic acid). The product is CC1=C(C=CC(=C1)C1=NN(C(=C1)C(F)(F)F)C)O (2-methyl-4-(1-methyl-5-trifluoromethyl-1H-pyrazol-3-yl)-phenol). The yield is 527.4%. RXN SMILES: C[O:2][C:3]1[CH:8]=[CH:7][C:6]([C:9]2[CH:13]=[C:12]([C:14]([F:17])([F:16])[F:15])[N:11]([CH3:18])[N:10]=2)=[CH:5][C:4]=1[CH3:19].Br>C(O)(=O)C>[CH3:19][C:4]1[CH:5]=[C:6]([C:9]2[CH:13]=[C:12]([C:14]([F:17])([F:16])[F:15])[N:11]([CH3:18])[N:10]=2)[CH:7]=[CH:8][C:3]=1[OH:2]. Reported procedure: A mixture of 3-(4-methoxy-3-methyl-phenyl)-1-methyl-5-trifluoromethyl-1H-pyrazole (described in Reference Preparation example 78) 0.4 g, 47% hydrobromic acid 24 ml and acetic acid 24 ml was stirred with heating under reflux for twelve hours. The solvent was distilled off and to the resulting residues was added ice water 70 ml. The precipitates were filtered and were washed with ice water 70 ml, and then were concentrated under, reduced pressure to give 2-methyl-4-(1-methyl-5-trifluoromethyl-1H-p... Reactants: O=C1CCC(CC1)CC(=O)OCC (ethyl 2-(4-oxocyclohexyl)acetate), N1CC(C1)NC(CNC1=NC=NC2=CC=C(C=C12)C(F)(F)F)=O (N-(azetidin-3-yl)-2-((6-(trifluoromethyl)quinazolin-4-yl)amino)acetamide), [BH-](OC(=O)C)(OC(=O)C)OC(=O)C.[Na+] (NaBH(OAc)3). Yields the product FC(C=1C=C2C(=NC=NC2=CC1)NCC(=O)NC1CN(C1)C1CCC(CC1)CC(=O)OCC)(F)F (ethyl 2-(4-(3-(2-((6-(trifluoromethyl)quinazolin-4-yl)amino)acetamido)azetidin-1-yl)cyclohexyl)acetate). As a reaction SMILES: O=[C:2]1[CH2:7][CH2:6][CH:5]([CH2:8][C:9]([O:11][CH2:12][CH3:13])=[O:10])[CH2:4][CH2:3]1.[NH:14]1[CH2:17][CH:16]([NH:18][C:19](=[O:36])[CH2:20][NH:21][C:22]2[C:31]3[C:26](=[CH:27][CH:28]=[C:29]([C:32]([F:35])([F:34])[F:33])[CH:30]=3)[N:25]=[CH:24][N:23]=2)[CH2:15]1.[BH-](OC(C)=O)(OC(C)=O)OC(C)=O.[Na+]>>[F:35][C:32]([F:33])([F:34])[C:29]1[CH:30]=[C:31]2[C:26](=[CH:27][CH:28]=1)[N:25]=[CH:24][N:23]=[C:22]2[NH:21][CH2:20][C:19]([NH:18][CH:16]1[CH2:17][N:14]([CH:2]2[CH2:7][CH2:6][CH:5]([CH2:8][C:9]([O:11][CH2:12][CH3:13])=[O:10])[CH2:4][CH2:3]2)[CH2:15]1)=[O:36] |f:2.3|. Procedure details: Reaction of ethyl 2-(4-oxocyclohexyl)acetate with N-(azetidin-3-yl)-2-((6-(trifluoromethyl)quinazolin-4-yl)amino)acetamide (as prepared in Example 1 Step G) in the presence of TEA and NaBH(OAc)3 as described in Example 1, Step H afforded the product.